describe an organic reaction: reactants, conditions, products, and yield From a dataset of the Open Reaction Database (ORD), a public repository of structured organic reaction records. The reactants are ClCC(=O)Cl (Chloroacetylchloride), OC1=C(OCC2SCCN2)C=CC=C1 (2-[(o-hydroxyphenoxy)methyl]thiazolidine). Run in ClCCCl (1,2-dichloroethane). Run at temperature -30 celsius. The product is ClCC(=O)N1C(SCC1)COC1=C(C=CC=C1)O (3-αchloroacetyl-2-[(o-hydroxyphenoxy)methyl]thiazolidine). RXN SMILES: [Cl:1][CH2:2][C:3](Cl)=[O:4].[OH:6][C:7]1[CH:19]=[CH:18][CH:17]=[CH:16][C:8]=1[O:9][CH2:10][CH:11]1[NH:15][CH2:14][CH2:13][S:12]1>ClCCCl>[Cl:1][CH2:2][C:3]([N:15]1[CH2:14][CH2:13][S:12][CH:11]1[CH2:10][O:9][C:8]1[CH:16]=[CH:17][CH:18]=[CH:19][C:7]=1[OH:6])=[O:4]. Procedure: Chloroacetylchloride (2.5 ml) is added to a stirred solution of 2-[(o-hydroxyphenoxy)methyl]thiazolidine (6 g) in 1,2-dichloroethane (80 ml) and triethilamine (4.3 ml) cooled at -30° C. After the usual work-up 3-αchloroacetyl-2-[(o-hydroxyphenoxy)methyl]thiazolidine (5.7 g, from Et2O, m.p. 89°-91° C.) is obtained. A stirred solution of the latter compound in 1,2-dichloroethane (50 ml) is heated with solid potassium thioacetate (4 g). After 2 hours, the mixture is washed with water to give, after... The reactants are ice water, CSC=1OC(=C(N1)C1=CC=CC=C1)C1=CC=CC=C1 (2-methylthio-4,5-diphenyl-oxazole), ClC=1C=C(C(=O)OO)C=CC1 (m-chloro-peroxybenzoic acid). The solvent is C(Cl)(Cl)Cl (chloroform), C(Cl)(Cl)Cl (chloroform). Conditions: time 20 minute. Product: CS(=O)C=1OC(=C(N1)C1=CC=CC=C1)C1=CC=CC=C1 (2-methylsulfinyl-4,5-diphenyl-oxazole). As a reaction SMILES: [CH3:1][S:2][C:3]1[O:4][C:5]([C:14]2[CH:19]=[CH:18][CH:17]=[CH:16][CH:15]=2)=[C:6]([C:8]2[CH:13]=[CH:12][CH:11]=[CH:10][CH:9]=2)[N:7]=1.ClC1C=C(C=CC=1)C(OO)=[O:25]>C(Cl)(Cl)Cl>[CH3:1][S:2]([C:3]1[O:4][C:5]([C:14]2[CH:19]=[CH:18][CH:17]=[CH:16][CH:15]=2)=[C:6]([C:8]2[CH:13]=[CH:12][CH:11]=[CH:10][CH:9]=2)[N:7]=1)=[O:25]. Procedure: To a cooled (ice/water) solution of 5.21 g. of 2-methylthio-4,5-diphenyl-oxazole pre-dissolved in 50 ml. of chloroform is added in portions over 5 minutes, 4.35 g. of m-chloro-peroxybenzoic acid dissolved in 50 ml. of chloroform. After stirring the reaction mixture for 20 minutes, the ice/water bath is removed and the reaction mixture stirred at room temperature for an additional 60 minutes. The precipitated m-chloro-benzoic acid is filtered off, washed with chloroform and the combined chlorofor... Reactants: Cc1csc2ccc3[nH]c4c(c3c12)CNCC4, CN(C)CCCCl, CN(C)C=O, [H-], [Na+]. The product is Cc1csc2ccc3c(c4c(n3CCCN(C)C)CCNC4)c12. RXN SMILES: [CH3:1][c:2]1[cH:3][s:4][c:5]2[c:6]1[c:7]1[c:8]3[c:9]([nH:10][c:11]1[cH:12][cH:13]2)[CH2:14][CH2:15][NH:16][CH2:17]3.[CH3:20][N:21]([CH2:22][CH2:23][CH2:24][Cl:25])[CH3:26].[CH3:27][N:28]([CH3:29])[CH:30]=[O:31].[H-:19].[Na+:18]>>[CH3:1][c:2]1[cH:3][s:4][c:5]2[c:6]1[c:7]1[c:8]3[c:9]([n:10]([CH2:24][CH2:23][CH2:22][N:21]([CH3:20])[CH3:26])[c:11]1[cH:12][cH:13]2)[CH2:14][CH2:15][NH:16][CH2:17]3. Yields the product CC(C)(CCC=O)COC1CCCCO1. As a reaction SMILES: [CH2:20]([Al+:21][CH2:22][CH:23]([CH3:24])[CH3:25])[CH:26]([CH3:27])[CH3:28].[CH3:1][C:2]([CH2:3][CH2:4][C:5](=[O:6])[O:7][CH2:8][CH3:9])([CH2:10][O:11][CH:12]1[O:13][CH2:14][CH2:15][CH2:16][CH2:17]1)[CH3:18].[CH3:29][CH2:30][CH2:31][CH2:32][CH2:33][CH2:34][CH3:35].[CH3:36][OH:37].[CH3:38][c:39]1[cH:40][cH:41][cH:42][cH:43][cH:44]1.[CH3:45][CH2:46][CH2:47][CH2:48][CH2:49][CH3:50].[CH3:51][CH2:52][O:53][C:54](=[O:55])[CH3:56].[Cl-:57].[H-:19].[Na+:58]>>[CH3:1][C:2]([CH2:3][CH2:4][CH:5]=[O:6])([CH2:10][O:11][CH:12]1[O:13][CH2:14][CH2:15][CH2:16][CH2:17]1)[CH3:18]. Starting materials: CC(C)C[Al+]CC(C)C, CCOC(=O)CCC(C)(C)COC1CCCCO1, CCCCCCC, CO, Cc1ccccc1, CCCCCC, CCOC(C)=O, [Cl-], [H-], [Na+]. Starting materials: OC1=CC=C(C=C1)N1[C@@H](C[C@@H](C1)C(F)(F)F)CC#N (2-((2S,4S)-1-(4-hydroxyphenyl)-4-(trifluoromethyl)pyrrolidin-2-yl)acetonitrile), ClC1=C(C=CC(=C1)C(F)(F)F)F (2-chloro-1-fluoro-4-(trifluoromethyl)benzene), C([O-])([O-])=O.[Cs+].[Cs+] (cesium carbonate). Run in O (water), CCOC(=O)C (EtOAc), CN(C)C=O (DMF). Reaction conditions: temperature 110 celsius. Product: ClC1=C(OC2=CC=C(C=C2)N2[C@@H](CC(C2)C(F)(F)F)CC#N)C=CC(=C1)C(F)(F)F ((S)-2-(1-(4-(2-chloro-4-(trifluoromethyl)phenoxy)phenyl)-4-(trifluoromethyl)pyrrolidin-2-yl)acetonitrile). The yield is 87.8%. As a reaction SMILES: [OH:1][C:2]1[CH:7]=[CH:6][C:5]([N:8]2[CH2:12][C@@H:11]([C:13]([F:16])([F:15])[F:14])[CH2:10][C@H:9]2[CH2:17][C:18]#[N:19])=[CH:4][CH:3]=1.[Cl:20][C:21]1[CH:26]=[C:25]([C:27]([F:30])([F:29])[F:28])[CH:24]=[CH:23][C:22]=1F.C(=O)([O-])[O-].[Cs+].[Cs+]>CN(C=O)C.O.CCOC(C)=O>[Cl:20][C:21]1[CH:26]=[C:25]([C:27]([F:28])([F:29])[F:30])[CH:24]=[CH:23][C:22]=1[O:1][C:2]1[CH:3]=[CH:4][C:5]([N:8]2[CH2:12][CH:11]([C:13]([F:16])([F:14])[F:15])[CH2:10][C@H:9]2[CH2:17][C:18]#[N:19])=[CH:6][CH:7]=1 |f:2.3.4|. Procedure details: 2-((2S,4S)-1-(4-hydroxyphenyl)-4-(trifluoromethyl)pyrrolidin-2-yl)acetonitrile (49A, 0.020 g, 0.074 mmol) and 2-chloro-1-fluoro-4-(trifluoromethyl)benzene (0.029 g, 0.15 mmol) were dissolved in DMF (0.8 mL) and cesium carbonate (0.060 g, 0.19 mmol) was added. The mixture was heated to 110° C. for 2 h. The reaction was cooled to rt and diluted with water and EtOAc. The layers were separated and the aqueous layer was extracted with EtOAc (2×). The combined organic layers were washed with water (2×... Reactants: BrC=1N=C(SC1C)N1C[C@@H](N(CC1)C(=O)OC(C)(C)C)CC(C)C (tert-butyl (25)-4-(4-bromo-5-methyl-thiazol-2-yl)-2-isobutyl-piperazine-1-carboxylate), [Li]CCCC (BuLi), FC1=NC=CC=C1C(=O)N(C)OC (2-fluoro-N-methoxy-N-methyl-pyridine-3-carboxamide). The solvent is C1CCOC1 (THF), C1CCOC1 (THF). Run at temperature -78 celsius, time 2 hour. The product is FC1=NC=CC=C1C(=O)C=1N=C(SC1C)N1C[C@@H](N(CC1)C(=O)OC(C)(C)C)CC(C)C (tert-butyl (25)-4-[4-(2-fluoropyridine-3-carbonyl)-5-methyl-thiazol-2-yl]-2-isobutyl-piperazine-1-carboxylate). Isolated yield 25.9%. Reaction SMILES: Br[C:2]1[N:3]=[C:4]([N:8]2[CH2:13][CH2:12][N:11]([C:14]([O:16][C:17]([CH3:20])([CH3:19])[CH3:18])=[O:15])[C@@H:10]([CH2:21][CH:22]([CH3:24])[CH3:23])[CH2:9]2)[S:5][C:6]=1[CH3:7].[Li]CCCC.[F:30][C:31]1[C:36]([C:37](N(OC)C)=[O:38])=[CH:35][CH:34]=[CH:33][N:32]=1>C1COCC1>[F:30][C:31]1[C:36]([C:37]([C:2]2[N:3]=[C:4]([N:8]3[CH2:13][CH2:12][N:11]([C:14]([O:16][C:17]([CH3:20])([CH3:19])[CH3:18])=[O:15])[C@@H:10]([CH2:21][CH:22]([CH3:24])[CH3:23])[CH2:9]3)[S:5][C:6]=2[CH3:7])=[O:38])=[CH:35][CH:34]=[CH:33][N:32]=1. Reported procedure: tert-butyl (25)-4-(4-bromo-5-methyl-thiazol-2-yl)-2-isobutyl-piperazine-1-carboxylate (921 mg, 1.737 mmol) in THF (10 mL) was cooled to −78° C. before BuLi (729.6 μL, 2.5 M in hexanes, 1.824 mmol) was added dropwise over approx. 10 mins (temperature kept below −70° C. during addition). Once added, mixture stirred at −78° C. for 30 mins before a solution of 2-fluoro-N-methoxy-N-methyl-pyridine-3-carboxamide (319.9 mg, 1.737 mmol) in THF (3 mL) was added dropwise at −78° C. at such a rate that tem... Starting materials: BrC1=C(C=NC=C1)N(C(C1=CC(=CC(=C1)C(F)(F)F)C(F)(F)F)=O)C (N-(4-bromo-pyridin-3-yl)-N-methyl-3,5-bis-trifluoromethyl-benzamide), FC1=C(C=C(C=C1)F)B(O)O (2,5-difluorophenyl-boronic acid). Yields the product FC1=C(C=C(C=C1)F)C1=C(C=NC=C1)N(C(C1=CC(=CC(=C1)C(F)(F)F)C(F)(F)F)=O)C (N-[4-(2,5-Difluoro-phenyl)-pyridin-3-yl]-N-methyl-3,5-bis-trifluoromethyl-benzamide). RXN SMILES: Br[C:2]1[CH:7]=[CH:6][N:5]=[CH:4][C:3]=1[N:8]([CH3:25])[C:9](=[O:24])[C:10]1[CH:15]=[C:14]([C:16]([F:19])([F:18])[F:17])[CH:13]=[C:12]([C:20]([F:23])([F:22])[F:21])[CH:11]=1.[F:26][C:27]1[CH:32]=[CH:31][C:30]([F:33])=[CH:29][C:28]=1B(O)O>>[F:26][C:27]1[CH:32]=[CH:31][C:30]([F:33])=[CH:29][C:28]=1[C:2]1[CH:7]=[CH:6][N:5]=[CH:4][C:3]=1[N:8]([CH3:25])[C:9](=[O:24])[C:10]1[CH:15]=[C:14]([C:16]([F:19])([F:18])[F:17])[CH:13]=[C:12]([C:20]([F:23])([F:22])[F:21])[CH:11]=1. Procedure: The title compound was prepared in analogy to example 58, from N-(4-bromo-pyridin-3-yl)-N-methyl-3,5-bis-trifluoromethyl-benzamide (example 25, intermediate a) and 2,5-difluorophenyl-boronic acid (CAS RN 193353-34-3) and using preparative HPLC for the chromatographic purification. Off-white solid (36%). MS (ESI): m/z=461.2 [M+H]+. Starting materials: BrC1=CC2=C(N(C=N2)CC2=CC3=C(N=C(S3)N[C@H]3[C@@H](CCCC3)O)C=C2)C(=C1)F ((1R,2R)-2-((6-((5-bromo-7-fluoro-1H-benzo[d]imidazol-1-yl)methyl)benzo[d]thiazol-2-yl)amino)cyclohexanol), C(=C)B1OC(C)(C)C(C)(C)O1 (vinyl boronic acid pinacol ester), C([O-])([O-])=O.[Na+].[Na+] (sodium carbonate), O1CCOCC1 (1,4-dioxane). Reagents/catalysts: C1=CC=C(C=C1)P([C-]2C=CC=C2)C3=CC=CC=C3.C1=CC=C(C=C1)P([C-]2C=CC=C2)C3=CC=CC=C3.Cl[Pd]Cl.[Fe+2] ([1,1′-Bis(diphenylphosphino)ferrocene]dichloropalladium). Run in O (water). Reaction conditions: temperature 100 celsius. Product: FC1=CC(=CC2=C1N(C=N2)CC2=CC1=C(N=C(S1)N[C@H]1[C@@H](CCCC1)O)C=C2)C=C ((1R,2R)-2-((6-((7-fluoro-5-vinyl-1H-benzo[d]imidazol-1-yl)methyl)benzo[d]thiazol-2-yl)amino)cyclohexanol). Yield: 17.2%. RXN SMILES: Br[C:2]1[CH:28]=[C:27]([F:29])[C:5]2[N:6]([CH2:9][C:10]3[CH:26]=[CH:25][C:13]4[N:14]=[C:15]([NH:17][C@@H:18]5[CH2:23][CH2:22][CH2:21][CH2:20][C@H:19]5[OH:24])[S:16][C:12]=4[CH:11]=3)[CH:7]=[N:8][C:4]=2[CH:3]=1.[CH:30](B1OC(C)(C)C(C)(C)O1)=[CH2:31].C(=O)([O-])[O-].[Na+].[Na+].O1CCOCC1>C1C=CC(P(C2C=CC=CC=2)[C-]2C=CC=C2)=CC=1.C1C=CC(P(C2C=CC=CC=2)[C-]2C=CC=C2)=CC=1.Cl[Pd]Cl.[Fe+2].O>[F:29][C:27]1[C:5]2[N:6]([CH2:9][C:10]3[CH:26]=[CH:25][C:13]4[N:14]=[C:15]([NH:17][C@@H:18]5[CH2:23][CH2:22][CH2:21][CH2:20][C@H:19]5[OH:24])[S:16][C:12]=4[CH:11]=3)[CH:7]=[N:8][C:4]=2[CH:3]=[C:2]([CH:30]=[CH2:31])[CH:28]=1 |f:2.3.4,6.7.8.9|. Reported procedure: A stirred mixture of (1R,2R)-2-((6-((5-bromo-7-fluoro-1H-benzo[d]imidazol-1-yl)methyl)benzo[d]thiazol-2-yl)amino)cyclohexanol (150 mg, 0.316 mmol) from Example 203, vinyl boronic acid pinacol ester (97 mg, 0.632 mmol), sodium carbonate (67 mg, 0.0632 mmol), 1,4-dioxane (2 mL), and water (0.5 mL) was purged with a stream of argon. To the mixture was added dichloro[1,1′-bis(diphenylphosphino)ferrocene]palladium (II) DCM adduct (35 mg, 0.0474 mmol) and the mixture was heated in a sealed reaction ve... The reactants are COC1=CC=C(OCC#N)C=C1 ((4-methoxyphenoxy)acetonitrile), [Na] (sodium), C(C)(C)OC(C)C (isopropyl ether). Solvent: CO (methanol). Product: COC1=CC=C(OCC(OC)=N)C=C1 (Methyl 2-(4-methoxyphenoxy)acetimidate). As a reaction SMILES: [CH3:1][O:2][C:3]1[CH:12]=[CH:11][C:6]([O:7][CH2:8][C:9]#[N:10])=[CH:5][CH:4]=1.[Na].[CH:14]([O:17]C(C)C)(C)C>CO>[CH3:1][O:2][C:3]1[CH:12]=[CH:11][C:6]([O:7][CH2:8][C:9](=[NH:10])[O:17][CH3:14])=[CH:5][CH:4]=1 |^1:12|. Reported procedure: Obtained using the procedure described in section a of Example 16, starting with 27.3 g (0.167 mole) of (4-methoxyphenoxy)acetonitrile [prepared according to K. J. S. Arora et al., J. Chem. Soc. C 1971, 2865] and 0.38 g (0.0167 gram-atom) of sodium in 275 ml of methanol. Reaction time: 24 hours. Yld: 23.9 g (73%), m.p. 95°-96° C. (isopropyl ether). The reactants are C1=CCCCC1, CC(=O)O, Cl, O=[N+]([O-])c1cnn2c(O)ccnc12. Product: Cl, Nc1cnn2c(O)ccnc12. As a reaction SMILES: [CH2:14]1[CH2:15][CH:16]=[CH:17][CH2:18][CH2:19]1.[CH3:21][C:22](=[O:23])[OH:24].[ClH:20].[N+:1]([O-:2])(=[O:3])[c:4]1[cH:5][n:6][n:7]2[c:8]1[n:9][cH:10][cH:11][c:12]2[OH:13]>>[ClH:20].[NH2:1][c:4]1[cH:5][n:6][n:7]2[c:8]1[n:9][cH:10][cH:11][c:12]2[OH:13].